This data is from the Open Reaction Database (ORD), a public repository of structured organic reaction records. The task is: describe an organic reaction: reactants, conditions, products, and yield RXN SMILES: [C:1]([O:5][C:6]([NH:8][C@@H:9]1[CH2:18][C:17]2[C:12](=[CH:13][CH:14]=[CH:15][CH:16]=2)[C@@H:11]2[O:19][C@H:10]12)=[O:7])([CH3:4])([CH3:3])[CH3:2].N1C=CC=CC=1.[FH:26].C(=O)(O)[O-].[Na+]>C(OCC)C>[C:1]([O:5][C:6]([NH:8][C@@H:9]1[CH2:18][C:17]2[C:12](=[CH:13][CH:14]=[CH:15][CH:16]=2)[C@@H:11]([F:26])[C@@H:10]1[OH:19])=[O:7])([CH3:4])([CH3:3])[CH3:2] |f:1.2,3.4|. Run at temperature 0 celsius, time 9 hour. Procedure: To a solution of (±)-(1S,2R,3R)-3-tert-butoxycarbonylamino-1,2-epoxy-1,2,3,4-tetrahydro-naphthalene (100 mg) in anhydrous diethyl ether (6 ml) cooled in an ice-bath was added 70% hydrogen fluoride pyridine (0.24 ml). The mixture was stirred at 0° C. for 9 hours, ice was added and the reaction mixture was neutralized by addition of solid sodium bicarbonate (1.2 g) at 0° C. and extracted with diethyl ether. The organic layer was dried over magnesium sulfate and evaporated to afford the crude title... The product is C(C)(C)(C)OC(=O)N[C@H]1[C@H]([C@@H](C2=CC=CC=C2C1)F)O ((±)-(1R,2R,3R)-3-Tert-butoxycarbonylamino-1-fluoro-1,2,3,4-tetrahydro-2-naphthalenol). Solvent: C(C)OCC (diethyl ether). The reactants are N1=CC=CC=C1.F (hydrogen fluoride pyridine), C(C)(C)(C)OC(=O)N[C@H]1[C@@H]2[C@H](C3=CC=CC=C3C1)O2 ((±)-(1S,2R,3R)-3-tert-butoxycarbonylamino-1,2-epoxy-1,2,3,4-tetrahydro-naphthalene), C([O-])(O)=O.[Na+] (sodium bicarbonate). Reactants: C1CCOC1, C[O-], CCOC(C)=O, O=[N+]([O-])c1ccc2cn[nH]c2c1, [Na+]. Product: COc1n[nH]c2cc([N+](=O)[O-])ccc12. RXN SMILES: [CH2:16]1[O:17][CH2:18][CH2:19][CH2:20]1.[CH3:13][O-:14].[CH3:21][CH2:22][O:23][C:24](=[O:25])[CH3:26].[N+:1](=[O:2])([O-:3])[c:4]1[cH:5][cH:6][c:7]2[cH:8][n:9][nH:10][c:11]2[cH:12]1.[Na+:15]>>[N+:1](=[O:2])([O-:3])[c:4]1[cH:5][cH:6][c:7]2[c:8]([O:14][CH3:13])[n:9][nH:10][c:11]2[cH:12]1. The reactants are N[C@@H]1[C@@H](CN(CC1)C(=O)OC(C)(C)C)OC (tert-butyl cis(±)-4-amino-3-methoxypiperidine-1-carboxylate), CCN=C=NCCCN(C)C.Cl (WSC hydrochloride), N[C@@H]1[C@@H](CN(CC1)C(=O)OC(C)(C)C)OC (tert-Butyl cis(±)-4-amino-3-methoxypiperidine-1-carboxylate), C(C)C1=C(N=C(N1)C(=O)O)C (5-ethyl-4-methyl-1H-imidazole-2-carboxylic acid). The reagents and catalysts are CN(C)C=1C=CN=CC1 (DMAP). Yields the product C(C)C1=C(N=C(N1)C(=O)N[C@@H]1[C@@H](CN(CC1)C(=O)OC(C)(C)C)OC)C (tert-Butyl cis(±)-4-{[(5-ethyl-4-methyl-1H-imidazol-2-yl)carbonyl]amino}-3-methoxypiperidine-1-carboxylate). As a reaction SMILES: [NH2:1][C@H:2]1[CH2:7][CH2:6][N:5]([C:8]([O:10][C:11]([CH3:14])([CH3:13])[CH3:12])=[O:9])[CH2:4][C@H:3]1[O:15][CH3:16].[CH2:17]([C:19]1[NH:23][C:22]([C:24](O)=[O:25])=[N:21][C:20]=1[CH3:27])[CH3:18].CCN=C=NCCCN(C)C.Cl>CN(C1C=CN=CC=1)C>[CH2:17]([C:19]1[NH:23][C:22]([C:24]([NH:1][C@H:2]2[CH2:7][CH2:6][N:5]([C:8]([O:10][C:11]([CH3:12])([CH3:13])[CH3:14])=[O:9])[CH2:4][C@H:3]2[O:15][CH3:16])=[O:25])=[N:21][C:20]=1[CH3:27])[CH3:18] |f:2.3|. Reported procedure: The same operation as in Example (1g) was performed using tert-butyl cis(±)-4-amino-3-methoxypiperidine-1-carboxylate obtained by the method described in Example (1e) (0.77 g, 3.32 mmol), 5-ethyl-4-methyl-1H-imidazole-2-carboxylic acid obtained in Example (15e) (0.26 g, 1.66 mmol), WSC hydrochloride (1.85 g, 9.65 mmol) and DMAP (0.2 g, 1.64 mmol), to obtain 0.43 g of the title compound as a white foamy substance (70%). The reactants are Cl (HCl), O1C(=NC2=C1C=CC=C2)NCCNC([C@H](CC#C)NC(OC(C)(C)C)=O)=O ((S)-tert-Butyl 1-(2-(benzo[d]oxazol-2-ylamino)ethylamino)-1-oxopent-4-yn-2-ylcarbamate). Solvent: O1CCOCC1 (1,4-dioxane), O1CCOCC1 (1,4-dioxane). Reaction conditions: time 2.5 hour. The product is Cl.N[C@H](C(=O)NCCNC=1OC2=C(N1)C=CC=C2)CC#C ((S)-2-amino-N-(2-(benzo[d]oxazol-2-ylamino)ethyl)pent-4-ynamide hydrochloride), hydrochloride salt. As a reaction SMILES: [O:1]1[C:5]2[CH:6]=[CH:7][CH:8]=[CH:9][C:4]=2[N:3]=[C:2]1[NH:10][CH2:11][CH2:12][NH:13][C:14](=[O:27])[C@@H:15]([NH:19]C(=O)OC(C)(C)C)[CH2:16][C:17]#[CH:18].[ClH:28]>O1CCOCC1>[ClH:28].[NH2:19][C@@H:15]([CH2:16][C:17]#[CH:18])[C:14]([NH:13][CH2:12][CH2:11][NH:10][C:2]1[O:1][C:5]2[CH:6]=[CH:7][CH:8]=[CH:9][C:4]=2[N:3]=1)=[O:27] |f:3.4|. Reported procedure: (S)-tert-Butyl 1-(2-(benzo[d]oxazol-2-ylamino)ethylamino)-1-oxopent-4-yn-2-ylcarbamate (99.5 mg, 0.267 mmol) was dissolved in 1,4-dioxane (3.5 mL) and treated with 4N HCl in 1,4-dioxane (3.5 mL). The resulting mixture was stirred for 2.5 h and a solid separated from the solution. HCl in 1,4-dioxane (1 mL) was added and the resulting mixture was stirred for 3 h. The solid product was collected by filtration, washed with 1,4-dioxane, then dried in vacuum oven for 1 day at room temperature to yield... Reactants: O=C(c1ccc(Br)cc1F)N1CCCC1CN1CCCC1, CS(=O)(=O)c1ccc(B(O)O)cc1, CC#N, [Cs+], [F-]. Yields the product CS(=O)(=O)c1ccc(-c2ccc(C(=O)N3CCCC3CN3CCCC3)c(F)c2)cc1. Reaction SMILES: [Br:1][c:2]1[cH:3][c:4]([F:21])[c:5]([C:8](=[O:9])[N:10]2[CH:11]([CH2:15][N:16]3[CH2:17][CH2:18][CH2:19][CH2:20]3)[CH2:12][CH2:13][CH2:14]2)[cH:6][cH:7]1.[CH3:22][S:23](=[O:24])(=[O:25])[c:26]1[cH:27][cH:28][c:29]([B:32]([OH:33])[OH:34])[cH:30][cH:31]1.[CH3:37][C:38]#[N:39].[Cs+:36].[F-:35]>>[c:2]1(-[c:29]2[cH:28][cH:27][c:26]([S:23]([CH3:22])(=[O:24])=[O:25])[cH:31][cH:30]2)[cH:3][c:4]([F:21])[c:5]([C:8](=[O:9])[N:10]2[CH:11]([CH2:15][N:16]3[CH2:17][CH2:18][CH2:19][CH2:20]3)[CH2:12][CH2:13][CH2:14]2)[cH:6][cH:7]1.